Dataset: the Open Reaction Database (ORD), a public repository of structured organic reaction records. Task: describe an organic reaction: reactants, conditions, products, and yield Reactants: ClC=1C=C(C=CC1O)CC(=O)OC (methyl 3-chloro-4-hydroxyphenylacetate), BrCC(C)=O (bromoacetone), C([O-])([O-])=O.[K+].[K+] (potassium carbonate). Run in CN(C=O)C (dimethylformamide). The product is ClC=1C=C(C=CC1OCC(C)=O)CC(=O)OC (Methyl 3-chloro-4-(2-oxopropoxy)phenylacetate). As a reaction SMILES: [Cl:1][C:2]1[CH:3]=[C:4]([CH2:9][C:10]([O:12][CH3:13])=[O:11])[CH:5]=[CH:6][C:7]=1[OH:8].Br[CH2:15][C:16](=[O:18])[CH3:17].C(=O)([O-])[O-].[K+].[K+]>CN(C)C=O>[Cl:1][C:2]1[CH:3]=[C:4]([CH2:9][C:10]([O:12][CH3:13])=[O:11])[CH:5]=[CH:6][C:7]=1[O:8][CH2:15][C:16](=[O:18])[CH3:17] |f:2.3.4|. Procedure details: Following a procedure similar to that described in Preparation 3, but using 20 g of methyl 3-chloro-4-hydroxyphenylacetate, 27 g of bromoacetone, 28 g of potassium carbonate and 300 ml of dimethylformamide, the title compound was obtained having an Rf=0.33 (thin layer chromatography over silica gel, using a 3:1 by volume mixture of hexane and ethyl acetate as the developing solvent). Reactants: OC1=CC=C(C=C1)C1=CC=C(C(=O)OC)C=C1 (methyl 4-(4-hydroxyphenyl)benzoate), C(C)(C)(C)OC(=O)N[C@H](CO)CC1CCCCC1 ((S)-(−)-2-(tert-butoxycarbonylamino)-3-cyclohexyl-1-propanol), C1(=CC=CC=C1)P(C1=CC=CC=C1)C1=CC=CC=C1 (triphenylphosphine), N(=NC(=O)OC(C)C)C(=O)OC(C)C (diisopropyl azodicarboxylate). Run in CN(C=O)C (N,N-dimethylformamide), O (water). Conditions: time 16 hour. Yields the product C(C)(C)(C)OC(=O)N[C@H](COC1=CC=C(C=C1)C1=CC=C(C(=O)OC)C=C1)CC1CCCCC1 (methyl (S)-4-[4-[2-(tert-butoxycarbonylamino)-3-cyclohexylpropyloxy]phenyl]benzoate). The yield is 16.0%. As a reaction SMILES: [OH:1][C:2]1[CH:7]=[CH:6][C:5]([C:8]2[CH:17]=[CH:16][C:11]([C:12]([O:14][CH3:15])=[O:13])=[CH:10][CH:9]=2)=[CH:4][CH:3]=1.[C:18]([O:22][C:23]([NH:25][C@@H:26]([CH2:29][CH:30]1[CH2:35][CH2:34][CH2:33][CH2:32][CH2:31]1)[CH2:27]O)=[O:24])([CH3:21])([CH3:20])[CH3:19].C1(P(C2C=CC=CC=2)C2C=CC=CC=2)C=CC=CC=1.N(C(OC(C)C)=O)=NC(OC(C)C)=O>CN(C)C=O.O>[C:18]([O:22][C:23]([NH:25][C@@H:26]([CH2:29][CH:30]1[CH2:31][CH2:32][CH2:33][CH2:34][CH2:35]1)[CH2:27][O:1][C:2]1[CH:3]=[CH:4][C:5]([C:8]2[CH:17]=[CH:16][C:11]([C:12]([O:14][CH3:15])=[O:13])=[CH:10][CH:9]=2)=[CH:6][CH:7]=1)=[O:24])([CH3:19])([CH3:20])[CH3:21]. Procedure: To a solution of methyl 4-(4-hydroxyphenyl)benzoate (0.94 g), (S)-(−)-2-(tert-butoxycarbonylamino)-3-cyclohexyl-1-propanol (1.00 g) and triphenylphosphine (1.62 g) in N,N-dimethylformamide (20 ml) was added dropwise diisopropyl azodicarboxylate (1.21 ml) for 10 minutes under ice-cooling in a stream of nitrogen. The solution was stirred for 16 hours at ambient temperature, and then water was added to the reaction mixture, and the mixture was extracted with ethyl acetate. The organic layer was was... The reactants are crude product, [Si](C)(C)(C(C)(C)C)OCC=1C=C(OCC2=CC(=CS2)/C(=C/CO)/CC)C=CC1CO[Si](C)(C)C(C)(C)C ((E)-3-{5-[3,4-bis(tert-butyldimethylsilanyloxymethyl)phenoxymethyl]-3-thienyl}pent-2-en-1-ol), aldehyde. The reagents and catalysts are [O-2].[O-2].[Mn+4] (manganese dioxide). The product is [Si](C)(C)(C(C)(C)C)OCC=1C=C(OCC2=CC(=CS2)/C(=C/C=O)/CC)C=CC1CO[Si](C)(C)C(C)(C)C ((E)-3-{5-[3,4-bis(tert-Butyldimethylsilanyloxy-methyl)phenoxymethyl]-3-thienyl}pent-2-enal). Yield: 86.0%. Reaction SMILES: [Si:1]([O:8][CH2:9][C:10]1[CH:11]=[C:12]([CH:26]=[CH:27][C:28]=1[CH2:29][O:30][Si:31]([C:34]([CH3:37])([CH3:36])[CH3:35])([CH3:33])[CH3:32])[O:13][CH2:14][C:15]1[S:19][CH:18]=[C:17](/[C:20](/[CH2:24][CH3:25])=[CH:21]/[CH2:22][OH:23])[CH:16]=1)([C:4]([CH3:7])([CH3:6])[CH3:5])([CH3:3])[CH3:2]>[O-2].[O-2].[Mn+4]>[Si:1]([O:8][CH2:9][C:10]1[CH:11]=[C:12]([CH:26]=[CH:27][C:28]=1[CH2:29][O:30][Si:31]([C:34]([CH3:35])([CH3:37])[CH3:36])([CH3:32])[CH3:33])[O:13][CH2:14][C:15]1[S:19][CH:18]=[C:17](/[C:20](/[CH2:24][CH3:25])=[CH:21]/[CH:22]=[O:23])[CH:16]=1)([C:4]([CH3:6])([CH3:5])[CH3:7])([CH3:3])[CH3:2] |f:1.2.3|. Reported procedure: In a manner similar to that of Example 7(c), by reaction of 2.1 g (3.7 mmol) of (E)-3-{5-[3,4-bis(tert-butyldimethylsilanyloxymethyl)phenoxymethyl]-3-thienyl}pent-2-en-1-ol with 4.9 g (56 mmol) of manganese dioxide, the crude product (1.8 g) is the expected aldehyde, obtained in a yield of 86%.